From a dataset of the Open Reaction Database (ORD), a public repository of structured organic reaction records. describe an organic reaction: reactants, conditions, products, and yield The reactants are CC(=O)O, CC(C)C(=O)Nc1cccc(C2CCNCC2)c1, O=Cc1cccc2[nH]ccc12. The product is CC(C)C(=O)Nc1cccc(C2CCN(Cc3cccc4[nH]ccc34)CC2)c1. As a reaction SMILES: [C:30]([OH:31])(=[O:32])[CH3:33].[CH3:12][CH:13]([C:14](=[O:15])[NH:16][c:17]1[cH:18][c:19]([CH:23]2[CH2:24][CH2:25][NH:26][CH2:27][CH2:28]2)[cH:20][cH:21][cH:22]1)[CH3:29].[nH:1]1[cH:2][cH:3][c:4]2[c:5]([CH:10]=[O:11])[cH:6][cH:7][cH:8][c:9]12>>[nH:1]1[cH:2][cH:3][c:4]2[c:5]([CH2:10][N:26]3[CH2:25][CH2:24][CH:23]([c:19]4[cH:18][c:17]([NH:16][C:14]([CH:13]([CH3:12])[CH3:29])=[O:15])[cH:22][cH:21][cH:20]4)[CH2:28][CH2:27]3)[cH:6][cH:7][cH:8][c:9]12. Starting materials: C1(CCCCC1)[Sn](C1=C(C=CC=C1)C(C)N=[N+]=[N-])(C1CCCCC1)C1CCCCC1 (tricyclohexyl[o-(1-azidoethyl)phenyl]tin), [H-].[Al+3].[Li+].[H-].[H-].[H-] (lithium aluminum hydride). The solvent is C(C)OCC (diethylether), C(C)OCC (diethylether). Product: C1(CCCCC1)[Sn](C1=C(C=CC=C1)C(C)N)(C1CCCCC1)C1CCCCC1 (tricyclohexyl [o-(1-aminoethyl)phenyl]tin). The yield is 76.5%. Reaction SMILES: [H-].[Al+3].[Li+].[H-].[H-].[H-].[CH:7]1([Sn:13]([CH:31]2[CH2:36][CH2:35][CH2:34][CH2:33][CH2:32]2)([CH:25]2[CH2:30][CH2:29][CH2:28][CH2:27][CH2:26]2)[C:14]2[CH:19]=[CH:18][CH:17]=[CH:16][C:15]=2[CH:20]([N:22]=[N+]=[N-])[CH3:21])[CH2:12][CH2:11][CH2:10][CH2:9][CH2:8]1>C(OCC)C>[CH:25]1([Sn:13]([CH:31]2[CH2:36][CH2:35][CH2:34][CH2:33][CH2:32]2)([CH:7]2[CH2:8][CH2:9][CH2:10][CH2:11][CH2:12]2)[C:14]2[CH:19]=[CH:18][CH:17]=[CH:16][C:15]=2[CH:20]([NH2:22])[CH3:21])[CH2:30][CH2:29][CH2:28][CH2:27][CH2:26]1 |f:0.1.2.3.4.5|. Procedure: To the mixture of 486 mg of lithium aluminum hydride (12.3 mmol) and 20 ml of diethylether in a 100 ml two-neck flask, 20 ml of a diethylether solution containing 643 mg of tricyclohexyl[o-(1-azidoethyl)phenyl]tin (1.25 mmol) was added dropwise, followed by a heat-refluxing for 11.5 hours. Upon completion of the reaction, the organic layer was separated using 10 ml of water. After the ether layer was washed with 30 ml of a saturated brine and dried over sodium sulfate, the solvent was removed un... Reactants: N1CCC(CC1)N1CC2=CC=CC=C2CC1=O (2-(Piperidin-4-yl)-1,2-dihydroisoquinolin-3(4H)-one), [9-(2,2-dimethyl-propyl)-8-oxo-3,6,7,8,9,10-hexahydro-2,3,9-triaza-(S)-cyclohepta[e]inden-7-yl]acetic acid, ClC1=CC2=C(C=3C=NNC13)CN(C([C@H](C2)CC(N2CCC(CC2)N2C(NC1=CC=CC=C1C2)=O)=O)=O)CC(C)(C)C (4-Chloro-9-(2,2-dimethyl-propyl)-7-(R)-{2-oxo-2-[4-(2-oxo-1,4-dihydro-2H-quinazolin-3-yl)-piperidin-1-yl]-ethyl}-6,7,9,10-tetrahydro-3H-2,3,9-triaza-cyclohepta[e]inden-8-one). Product: C(C(C)(C)C)N1CC=2C=3C=NNC3C=CC2C[C@H](C1=O)CC(N1CCC(CC1)N1CC2=CC=CC=C2CC1=O)=O ((S)-9-Neopentyl-7-(2-oxo-2-(4-(3-oxo-3,4-dihydroisoquinolin-2(1H)-yl)piperidin-1-yl)ethyl)-6,7,9,10-tetrahydroazepino[3,4-e]indazol-8(3H)-one). The yield is 40.0%. Reaction SMILES: [NH:1]1[CH2:6][CH2:5][CH:4]([N:7]2[C:16](=[O:17])[CH2:15][C:14]3[C:9](=[CH:10][CH:11]=[CH:12][CH:13]=3)[CH2:8]2)[CH2:3][CH2:2]1.Cl[C:19]1[C:27]2[NH:26][N:25]=[CH:24][C:23]=2[C:22]2[CH2:28][N:29]([CH2:54][C:55]([CH3:58])([CH3:57])[CH3:56])[C:30](=[O:53])[C@@H:31]([CH2:33][C:34](=[O:52])N3CCC(N4CC5C(=CC=CC=5)NC4=O)CC3)[CH2:32][C:21]=2[CH:20]=1>>[CH2:54]([N:29]1[C:30](=[O:53])[C@H:31]([CH2:33][C:34](=[O:52])[N:1]2[CH2:6][CH2:5][CH:4]([N:7]3[C:16](=[O:17])[CH2:15][C:14]4[C:9](=[CH:10][CH:11]=[CH:12][CH:13]=4)[CH2:8]3)[CH2:3][CH2:2]2)[CH2:32][C:21]2[CH:20]=[CH:19][C:27]3[NH:26][N:25]=[CH:24][C:23]=3[C:22]=2[CH2:28]1)[C:55]([CH3:58])([CH3:57])[CH3:56]. Procedure: 2-(Piperidin-4-yl)-1,2-dihydroisoquinolin-3(4H)-one (105 mg, 0.46 mmol) and [9-(2,2-dimethyl-propyl)-8-oxo-3,6,7,8,9,10-hexahydro-2,3,9-triaza-(S)-cyclohepta[e]inden-7-yl]acetic acid (110 mg, 0.33 mmol) were combined in a manner analogous to the preparation of 4-Chloro-9-(2,2-dimethyl-propyl)-7-(R)-{2-oxo-2-[4-(2-oxo-1,4-dihydro-2H-quinazolin-3-yl)-piperidin-1-yl]-ethyl}-6,7,9,10-tetrahydro-3H-2,3,9-triaza-cyclohepta[e]inden-8-one. Title compound was obtained as a white solid in 40% yield. High ... Reactants: CN1CCC(C(=O)c2cccc(N)c2)CC1, S=C=Nc1ccccc1. Yields the product CN1CCC(C(=O)c2cccc(NC(=S)Nc3ccccc3)c2)CC1. Reaction SMILES: [NH2:1][c:2]1[cH:3][c:4]([C:5](=[O:6])[CH:7]2[CH2:8][CH2:9][N:10]([CH3:13])[CH2:11][CH2:12]2)[cH:14][cH:15][cH:16]1.[c:17]1([N:23]=[C:24]=[S:25])[cH:18][cH:19][cH:20][cH:21][cH:22]1>>[NH:1]([c:2]1[cH:3][c:4]([C:5](=[O:6])[CH:7]2[CH2:8][CH2:9][N:10]([CH3:13])[CH2:11][CH2:12]2)[cH:14][cH:15][cH:16]1)[C:24]([NH:23][c:17]1[cH:18][cH:19][cH:20][cH:21][cH:22]1)=[S:25]. The reactants are C1(=CC=CC=C1)C1=NC2=CC=CC=C2C(=N1)C(=O)OCC (ethyl 2-phenylquinazoline-4-carboxylate), C(CCC)[Li] (butyllithium), N1CCCCC1 (piperidine), solution. The solvent is CCCCCC (hexane), O1CCCC1 (tetrahydrofuran). Yields the product C1(=CC=CC=C1)C1=NC2=CC=CC=C2C(=N1)C(=O)N1CCCCC1 (1-[(2-phenylquinazolin-4-yl)-carbonyl]-piperidine). RXN SMILES: [C:1]1([C:7]2[N:16]=[C:15]([C:17]([O:19]CC)=O)[C:14]3[C:9](=[CH:10][CH:11]=[CH:12][CH:13]=3)[N:8]=2)[CH:6]=[CH:5][CH:4]=[CH:3][CH:2]=1.[NH:22]1[CH2:27][CH2:26][CH2:25][CH2:24][CH2:23]1.C([Li])CCC>CCCCCC.O1CCCC1>[C:1]1([C:7]2[N:16]=[C:15]([C:17]([N:22]3[CH2:27][CH2:26][CH2:25][CH2:24][CH2:23]3)=[O:19])[C:14]3[C:9](=[CH:10][CH:11]=[CH:12][CH:13]=3)[N:8]=2)[CH:2]=[CH:3][CH:4]=[CH:5][CH:6]=1. Reported procedure: The procedure of Example 24 is followed using ethyl 2-phenylquinazoline-4-carboxylate (3.3 g), piperidine, (2.5 ml), a 1.6M solution of butyllithium in hexane (15 ml) and tetrahydrofuran (20 ml) as the starting materials. After recrystallisation from ethanol, 1-[(2-phenylquinazolin-4-yl)-carbonyl]-piperidine (2.6 g), melting at 160° C., is obtained. Reactants: S=C1N(C(C2=C(N1)NC(CC2)=O)=O)C2=CC=C(C=C2)OCC(F)(F)F (2-thioxo-3-[4-(2,2,2-trifluoroethoxy)phenyl]-2,3,5,6-tetrahydropyrido[2,3-d]pyrimidine-4,7(1H,8H)-dione), C(O)([O-])=O.[Na+] (sodium hydrogen carbonate), IC (iodomethane), O (water). Run in C(C)#N (acetonitrile). Run at temperature 50 celsius, time 30 minute. Yields the product CSC=1N(C(C2=C(N1)NC(CC2)=O)=O)C2=CC=C(C=C2)OCC(F)(F)F (2-(methylsulfanyl)-3-[4-(2,2,2-trifluoroethoxy)phenyl]-5,6-dihydropyrido[2,3-d]pyrimidine-4,7(3H,8H)-dione). RXN SMILES: [S:1]=[C:2]1[NH:7][C:6]2[NH:8][C:9](=[O:12])[CH2:10][CH2:11][C:5]=2[C:4](=[O:13])[N:3]1[C:14]1[CH:19]=[CH:18][C:17]([O:20][CH2:21][C:22]([F:25])([F:24])[F:23])=[CH:16][CH:15]=1.[C:26](=O)([O-])O.[Na+].IC.O>C(#N)C>[CH3:26][S:1][C:2]1[N:3]([C:14]2[CH:15]=[CH:16][C:17]([O:20][CH2:21][C:22]([F:24])([F:23])[F:25])=[CH:18][CH:19]=2)[C:4](=[O:13])[C:5]2[CH2:11][CH2:10][C:9](=[O:12])[NH:8][C:6]=2[N:7]=1 |f:1.2|. Procedure: To a solution of 2-thioxo-3-[4-(2,2,2-trifluoroethoxy)phenyl]-2,3,5,6-tetrahydropyrido[2,3-d]pyrimidine-4,7(1H,8H)-dione (2.05 g) in acetonitrile (40 mL) were added 1M aqueous sodium hydrogen carbonate solution (5.52 mL) and iodomethane (1.73 mL), and the mixture was stirred at 50° C. for 30 min. To the reaction mixture was added water, and the mixture was extracted with ethyl acetate. The extract was washed with saturated brine, and dried over anhydrous sodium sulfate. The solvent was evaporate...